Dataset: the Open Reaction Database (ORD), a public repository of structured organic reaction records. Task: describe an organic reaction: reactants, conditions, products, and yield Starting materials: OC(CNC(C1=CC(=C(C=C1)OC)\C=C\C1=CC=C(C=C1)C(F)(F)F)=O)CO (N-(2,3-dihydroxy-propyl)-4-methoxy-3-[(E)-2-(4-trifluoromethylphenyl)vinyl]benzamide), NC(CO)C ((±)-2-amino-1-propanol). Product: OCC(C)NC(C1=CC(=C(C=C1)OC)\C=C\C1=CC=C(C=C1)C(F)(F)F)=O (N-(2-hydroxy-1-methylethyl)-4-methoxy-3-[(E)-2-(4-trifluoromethylphenyl)-vinyl]benzamide). Reaction SMILES: [OH:1][CH:2](CO)[CH2:3][NH:4][C:5](=[O:26])[C:6]1[CH:11]=[CH:10][C:9]([O:12][CH3:13])=[C:8](/[CH:14]=[CH:15]/[C:16]2[CH:21]=[CH:20][C:19]([C:22]([F:25])([F:24])[F:23])=[CH:18][CH:17]=2)[CH:7]=1.N[CH:30](C)CO>>[OH:1][CH2:2][CH:3]([NH:4][C:5](=[O:26])[C:6]1[CH:11]=[CH:10][C:9]([O:12][CH3:13])=[C:8](/[CH:14]=[CH:15]/[C:16]2[CH:17]=[CH:18][C:19]([C:22]([F:23])([F:25])[F:24])=[CH:20][CH:21]=2)[CH:7]=1)[CH3:30]. Procedure details: The captioned compound was synthesized from 4-methoxy-3-[(E)-2-(4-trifluoromethylphenyl)vinyl]benzoic acid obtained in step B of Example 2-2-38 and (±)-2-amino-1-propanol in accordance with the same procedure as in the methods described in step C of Example 1-2-3.